Task: describe an organic reaction: reactants, conditions, products, and yield. Dataset: the Open Reaction Database (ORD), a public repository of structured organic reaction records Reactants: FC1=CC=C(OCC2CC3N(CCNC3)C2)C=C1 ((7SR,8aSR)-7-(4-fluoro-phenoxy)methyl-1,2,3,4,6,7,8,8a-octahydro-pyrrolo[1,2-a]pyrazine), ClC1=NC(=CN=C1)Cl (2,6-dichloropyrazine), C([O-])([O-])=O.[Na+].[Na+] (sodium carbonate). Run in C(CC(C)C)O (isoamyl alcohol). Product: FC1=CC=C(OC[C@H]2C[C@@H]3N(CCN(C3)C3=NC(=CN=C3)Cl)C2)C=C1 ((7S,8aS)-7-(4-Fluorophenoxy)methyl-2-(6-chloropyrazin-2-yl)-1,2,3,4,6,7,8,8a-octahydro-pyrrolo[1,2-a]pyrazine). The yield is 67.7%. As a reaction SMILES: [F:1][C:2]1[CH:18]=[CH:17][C:5]([O:6][CH2:7][CH:8]2[CH2:16][N:11]3[CH2:12][CH2:13][NH:14][CH2:15][CH:10]3[CH2:9]2)=[CH:4][CH:3]=1.[Cl:19][C:20]1[CH:25]=[N:24][CH:23]=[C:22](Cl)[N:21]=1.C(=O)([O-])[O-].[Na+].[Na+]>C(O)CC(C)C>[F:1][C:2]1[CH:3]=[CH:4][C:5]([O:6][CH2:7][C@@H:8]2[CH2:16][N:11]3[CH2:12][CH2:13][N:14]([C:22]4[CH:23]=[N:24][CH:25]=[C:20]([Cl:19])[N:21]=4)[CH2:15][C@@H:10]3[CH2:9]2)=[CH:17][CH:18]=1 |f:2.3.4|. Procedure details: A mixture of 0.500 g (2.00 mmol) of (7SR,8aSR)-7-(4-fluoro-phenoxy)methyl-1,2,3,4,6,7,8,8a-octahydro-pyrrolo[1,2-a]pyrazine (Preparation 3), 1.49 g (10.0 mmol) of 2,6-dichloropyrazine, and 0.508 g (4.79 mmol) of sodium carbonate in 50 mL of isoamyl alcohol was heated to reflux for 16 h. The reaction was cooled to ambient temperature, the solvent removed in vacuo, the residue taken up in ethyl acetate and water, the pH was adjusted to 11 with sodium carbonate and the layers were separated. The aq... Reactants: C(C)(=O)C1=NC=C(C=C1)C (2-acetyl-5-methylpyridine), BrCC1=CC2=CC=CC=C2C=C1 (2-bromomethylnaphthalene), C1CCCS1(=O)=O (tetramethylene-sulfone). The solvent is C(C)(=O)OCC (ethyl acetate). Yields the product [Br-].C1=C(C=CC2=CC=CC=C12)C[N+]1=C(C=CC(=C1)C)C(C)=O (1-(2-Naphthylmethyl)-2-acetyl-5-methylpyridinium bromide). As a reaction SMILES: [C:1]([C:4]1[CH:9]=[CH:8][C:7]([CH3:10])=[CH:6][N:5]=1)(=[O:3])[CH3:2].[Br:11][CH2:12][C:13]1[CH:22]=[CH:21][C:20]2[C:15](=[CH:16][CH:17]=[CH:18][CH:19]=2)[CH:14]=1.C1S(=O)(=O)CCC1>C(OCC)(=O)C>[Br-:11].[CH:14]1[C:15]2[C:20](=[CH:19][CH:18]=[CH:17][CH:16]=2)[CH:21]=[CH:22][C:13]=1[CH2:12][N+:5]1[CH:6]=[C:7]([CH3:10])[CH:8]=[CH:9][C:4]=1[C:1](=[O:3])[CH3:2] |f:4.5|. Procedure details: Twenty-six grams (0.192 m) of 2-acetyl-5-methylpyridine and 40 g (0.181 m) of 2-bromomethylnaphthalene was added to 78 ml of tetramethylene-sulfone. After heating the mixture for two hours on a steam bath, the mixture was allowed to stand at room temperature for twenty days. The reaction mixture was diluted with 700 ml of ethyl acetate and product oiled out. This first portion of ethyl acetate was decanted and the gum was extracted with 3×100 ml portions of ether. A total of 58 g (85-90%) of gum...